This data is from the Open Reaction Database (ORD), a public repository of structured organic reaction records. The task is: describe an organic reaction: reactants, conditions, products, and yield Reactants: BrC1=NC=CC=C1O (2-bromo-3-pyridinol), S(O)(O)(=O)=O (sulfuric acid), [N+](=O)(O)[O-] (nitric acid). Run at temperature 0 celsius, time 12 hour. Product: BrC1=NC=CC(=C1O)[N+](=O)[O-] (2-bromo-4-nitro-pyridin-3-ol), BrC1=NC(=CC=C1O)[N+](=O)[O-] (2-bromo-6-nitro-pyridin-3-ol). Reaction SMILES: [Br:1][C:2]1[C:7]([OH:8])=[CH:6][CH:5]=[CH:4][N:3]=1.S(=O)(=O)(O)O.[N+:14]([O-:17])([OH:16])=[O:15]>>[Br:1][C:2]1[C:7]([OH:8])=[C:6]([N+:14]([O-:16])=[O:15])[CH:5]=[CH:4][N:3]=1.[Br:1][C:2]1[C:7]([OH:8])=[CH:6][CH:5]=[C:4]([N+:14]([O-:17])=[O:15])[N:3]=1. Procedure: To a solution of 13 g (73.2 mmol) 2-bromo-3-pyridinol (Fluka 18292) in 40 ml of cone, sulfuric acid 5.1 ml (74 mmol) of nitric acid (65%) are added at 0° C. The reaction mixture is stirred at 0° C. for 12 h, then poured on water and extracted 2× with EtOAc. The combined organic layers are washed with water and saturated NaCl solution, dried over MgSO4, filtered and the filtrate is concentrated in vacuo. The residue is purified by chromatography (silicagel, EtOAc) to afford 5.3 g of 2-bromo-4-nit... Reactants: [N+](=O)(O)[O-] (nitric acid), S(O)(O)(=O)=O (sulfuric acid), CC1=C(C(=O)OC)C=C(C(=C1)C(=O)OC)C (Dimethyl 2,5-dimethylterephthalate). Solvent: ClCCl (dichloromethane). Reaction conditions: time 1.75 hour. Product: CC1=C(C(=O)OC)C=C(C(=C1[N+](=O)[O-])C(=O)OC)C (dimethyl 2,5-dimethyl-3-nitroterephthalate). Isolated yield 74.0%. RXN SMILES: [CH3:1][C:2]1[CH:11]=[C:10]([C:12]([O:14][CH3:15])=[O:13])[C:9]([CH3:16])=[CH:8][C:3]=1[C:4]([O:6][CH3:7])=[O:5].[N+:17]([O-])([OH:19])=[O:18].S(=O)(=O)(O)O>ClCCl>[CH3:16][C:9]1[C:8]([N+:17]([O-:19])=[O:18])=[C:3]([C:4]([O:6][CH3:7])=[O:5])[C:2]([CH3:1])=[CH:11][C:10]=1[C:12]([O:14][CH3:15])=[O:13]. Reported procedure: Dimethyl 2,5-dimethylterephthalate (3.14 g, 14.1 mmol) was dissolved in dichloromethane (30 mL) and was cooled in an ice bath. Fuming nitric acid (7.6 mL) and concentrated sulfuric acid (0.92 mL) were added carefully, and the mixture was stirred for 1.75 h. The mixture was then quenched with water and diluted with dichloromethane. The aqueous portion was extracted with dichloromethane. The combined organic portion was dried over sodium sulfate, then filtered and concentrated to afford a yellow o...